Dataset: the Open Reaction Database (ORD), a public repository of structured organic reaction records. Task: describe an organic reaction: reactants, conditions, products, and yield The reactants are [OH-].[Na+] (sodium hydroxide), ClC1=CC=C(C=C1)C1(CCC1)C1=CC(=NC(=N1)C)O (6-[1-(4-chlorophenyl)cyclobutyl]-2-methylpyrimidin-4-ol), P(=O)(Cl)(Cl)Cl (phosphorous oxychloride), ice water. Run in ClCCl (dichloromethane). Run at temperature 20 celsius. The product is ClC1=NC(=NC(=C1)C1(CCC1)C1=CC=C(C=C1)Cl)C (4-Chloro-6-[1-(4-chlorophenyl)cyclobutyl]-2-methylpyrimidine). Isolated yield 85.0%. As a reaction SMILES: [Cl:1][C:2]1[CH:7]=[CH:6][C:5]([C:8]2([C:12]3[N:17]=[C:16]([CH3:18])[N:15]=[C:14](O)[CH:13]=3)[CH2:11][CH2:10][CH2:9]2)=[CH:4][CH:3]=1.P(Cl)(Cl)([Cl:22])=O.[OH-].[Na+]>ClCCl>[Cl:22][C:14]1[CH:13]=[C:12]([C:8]2([C:5]3[CH:6]=[CH:7][C:2]([Cl:1])=[CH:3][CH:4]=3)[CH2:11][CH2:10][CH2:9]2)[N:17]=[C:16]([CH3:18])[N:15]=1 |f:2.3|. Procedure: To 6-[1-(4-chlorophenyl)cyclobutyl]-2-methylpyrimidin-4-ol (1.00 g, 3.65 mmol) was added phosphorous oxychloride (10 mL) and the mixture was refluxed for 1.5 h. After cooling to 20° C., the reaction mixture was poured into ice/water (55 mL). After the addition of dichloromethane, the mixture was neutralized with 32% aqueous sodium hydroxide solution. The layers were separated and the organic layer was washed with 0.1 N sodium hydroxide solution and with water, dried over magnesium sulfate, and e...